Dataset: the Open Reaction Database (ORD), a public repository of structured organic reaction records. Task: describe an organic reaction: reactants, conditions, products, and yield The reactants are O=S(=O)(c1ccc(Br)cc1)N1CCN(CCO)CC1, COc1ccc(CN(Cc2ccc(OC)cc2)c2ncc(-c3nc(N4CCOCC4)nc4c3CCN4c3ccc(S(=O)(=O)N4CCN(CCO)CC4)cc3)cn2)cc1. Yields the product Nc1ncc(-c2nc(N3CCOCC3)nc3c2CCN3c2ccc(S(=O)(=O)N3CCN(CCO)CC3)cc2)cn1. Reaction SMILES: [Br:1][c:2]1[cH:3][cH:4][c:5]([S:6]([N:7]2[CH2:8][CH2:9][N:10]([CH2:11][CH2:12][OH:13])[CH2:14][CH2:15]2)(=[O:16])=[O:17])[cH:18][cH:19]1.[CH3:20][O:21][c:22]1[cH:23][cH:24][c:25]([CH2:26][N:27]([c:28]2[n:29][cH:30][c:31](-[c:34]3[c:35]4[c:36]([n:37][c:38]([N:40]5[CH2:41][CH2:42][O:43][CH2:44][CH2:45]5)[n:39]3)[N:46]([c:49]3[cH:50][cH:51][c:52]([S:55](=[O:56])(=[O:57])[N:58]5[CH2:59][CH2:60][N:61]([CH2:64][CH2:65][OH:66])[CH2:62][CH2:63]5)[cH:53][cH:54]3)[CH2:47][CH2:48]4)[cH:32][n:33]2)[CH2:67][c:68]2[cH:69][cH:70][c:71]([O:72][CH3:73])[cH:74][cH:75]2)[cH:76][cH:77]1>>[NH2:27][c:28]1[n:29][cH:30][c:31](-[c:34]2[c:35]3[c:36]([n:37][c:38]([N:40]4[CH2:41][CH2:42][O:43][CH2:44][CH2:45]4)[n:39]2)[N:46]([c:49]2[cH:50][cH:51][c:52]([S:55](=[O:56])(=[O:57])[N:58]4[CH2:59][CH2:60][N:61]([CH2:64][CH2:65][OH:66])[CH2:62][CH2:63]4)[cH:53][cH:54]2)[CH2:47][CH2:48]3)[cH:32][n:33]1. The reactants are O=C(Cl)OCC(Cl)(Cl)Cl, C1CCOC1, O, c1ccncc1, Nc1nnc(-c2cccnc2)o1. The product is O=C(Nc1nnc(-c2cccnc2)o1)OCC(Cl)(Cl)Cl. RXN SMILES: [Cl:19][C:20](=[O:21])[O:22][CH2:23][C:24]([Cl:25])([Cl:26])[Cl:27].[O:29]1[CH2:30][CH2:31][CH2:32][CH2:33]1.[OH2:28].[cH:13]1[cH:14][cH:15][n:16][cH:17][cH:18]1.[n:1]1[cH:2][c:3](-[c:7]2[n:8][n:9][c:10]([NH2:12])[o:11]2)[cH:4][cH:5][cH:6]1>>[n:1]1[cH:2][c:3](-[c:7]2[n:8][n:9][c:10]([NH:12][C:20](=[O:21])[O:22][CH2:23][C:24]([Cl:25])([Cl:26])[Cl:27])[o:11]2)[cH:4][cH:5][cH:6]1. The reactants are Cl (hydrochloric acid), N1CCOCC1 (morpholine), ClC=1C=C(C=CC1)C1=C(C(N(C2=NC(=CC=C12)C)CC)=O)CCC(=O)O (3-[4-(3-chlorophenyl)-l-ethyl-7-methyl-2-oxo-1,2-dihydro-1,8-naphthyridin-3-yl]propanoic acid), ice, C(C(=O)Cl)(=O)Cl (oxalyl chloride). Reagents/catalysts: CN(C)C=O (DMF). Run in C1CCOC1 (THF), C1CCOC1 (THF). Run at time 30 minute. Yields the product ClC=1C=C(C=CC1)C1=C(C(N(C2=NC(=CC=C12)C)CC)=O)CCC(=O)N1CCOCC1 (4-(3-chlorophenyl)-1-ethyl-7-methyl-3-[3-(morpholin-4-yl)-3-oxopropyl]-1,8-naphthyridin-2(1H)-one). Reaction SMILES: C(Cl)(=O)C(Cl)=O.[Cl:7][C:8]1[CH:9]=[C:10]([C:14]2[C:23]3[C:18](=[N:19][C:20]([CH3:24])=[CH:21][CH:22]=3)[N:17]([CH2:25][CH3:26])[C:16](=[O:27])[C:15]=2[CH2:28][CH2:29][C:30]([OH:32])=O)[CH:11]=[CH:12][CH:13]=1.[NH:33]1[CH2:38][CH2:37][O:36][CH2:35][CH2:34]1.Cl>CN(C=O)C.C1COCC1>[Cl:7][C:8]1[CH:9]=[C:10]([C:14]2[C:23]3[C:18](=[N:19][C:20]([CH3:24])=[CH:21][CH:22]=3)[N:17]([CH2:25][CH3:26])[C:16](=[O:27])[C:15]=2[CH2:28][CH2:29][C:30]([N:33]2[CH2:38][CH2:37][O:36][CH2:35][CH2:34]2)=[O:32])[CH:11]=[CH:12][CH:13]=1. Reported procedure: A 0.3 ml portion of oxalyl chloride and one drop of DMF were added to a 20 ml THF solution containing 1.00 g of 3-[4-(3-chlorophenyl)-l-ethyl-7-methyl-2-oxo-1,2-dihydro-1,8-naphthyridin-3-yl]propanoic acid, followed by stirring at room temperature for further 30 minutes. The reaction mixture was added dropwise to an ice-cooled 10 ml THF solution containing 1.0 ml of morpholine, followed by stirring for 30 minutes. To the reaction mixture was added 1M hydrochloric acid and the whole was extracted... Starting materials: CC[O-], Cc1cc(C)c(CC#N)c(C)c1, CCO, CCOC=O, [Na+], O. Product: Cc1cc(C)c(C(C#N)=CO)c(C)c1. As a reaction SMILES: [CH3:19][CH2:20][O-:21].[CH3:1][c:2]1[c:3]([CH2:10][C:11]#[N:12])[c:4]([CH3:9])[cH:5][c:6]([CH3:8])[cH:7]1.[CH3:23][CH2:24][OH:25].[CH:13](=[O:14])[O:15][CH2:16][CH3:17].[Na+:18].[OH2:22]>>[CH3:1][c:2]1[c:3]([C:10]([C:11]#[N:12])=[CH:13][OH:14])[c:4]([CH3:9])[cH:5][c:6]([CH3:8])[cH:7]1. The reactants are C(#N)C=1C=C(C2=C(N=C(O2)C2=CC=C(C(=O)O)C=C2)C1)C(C)C (4-(5-cyano-7-isopropyl-1,3-benzoxazol-2-yl)benzoic acid), C(#N)C=1C=C(C2=C(N=C(O2)C2=CC=C(C(=O)O)C=C2)C1)C(C)C (4-(5-cyano-7-isopropyl-1,3-benzoxazol-2-yl)benzoic acid), NC[C@@H]1CC[C@H](CC1)CCO (2-[trans-4-(aminomethyl)cyclohexyl]ethanol), NC[C@@H]1CC[C@H](CC1)CCO (2-[trans-4-(aminomethyl)cyclohexyl]ethanol). Yields the product C(#N)C=1C=C(C2=C(N=C(O2)C2=CC=C(C(=O)NC[C@@H]3CC[C@H](CC3)CCO)C=C2)C1)C(C)C (4-(5-Cyano-7-isopropyl-1,3-benzoxazol-2-yl)-N-{[trans-4-(2-hydroxyethyl)cyclohexyl]methyl}benzamide). Reaction SMILES: [C:1]([C:3]1[CH:4]=[C:5]([CH:21]([CH3:23])[CH3:22])[C:6]2[O:10][C:9]([C:11]3[CH:19]=[CH:18][C:14]([C:15](O)=[O:16])=[CH:13][CH:12]=3)=[N:8][C:7]=2[CH:20]=1)#[N:2].[NH2:24][CH2:25][C@H:26]1[CH2:31][CH2:30][C@H:29]([CH2:32][CH2:33][OH:34])[CH2:28][CH2:27]1>>[C:1]([C:3]1[CH:4]=[C:5]([CH:21]([CH3:23])[CH3:22])[C:6]2[O:10][C:9]([C:11]3[CH:19]=[CH:18][C:14]([C:15]([NH:24][CH2:25][C@H:26]4[CH2:31][CH2:30][C@H:29]([CH2:32][CH2:33][OH:34])[CH2:28][CH2:27]4)=[O:16])=[CH:13][CH:12]=3)=[N:8][C:7]=2[CH:20]=1)#[N:2]. Procedure: The title compound was prepared from 4-(5-cyano-7-isopropyl-1,3-benzoxazol-2-yl)benzoic acid (INTERMEDIATE 2), and 2-[trans-4-(aminomethyl)cyclohexyl]ethanol (INTERMEDIATE 8) as described in EXAMPLE 1. Mass spectrum (ESI) 446.1 (M+1). The reactants are CCCCCCN=C=S, CCOC(C)=O, Nc1cc(Cl)ccc1S(N)(=O)=O. Product: CCCCCCNC1=NS(=O)(=O)c2ccc(Cl)cc2N1. As a reaction SMILES: [CH2:13]([CH2:14][CH2:15][CH2:16][CH2:17][CH3:18])[N:19]=[C:20]=[S:21].[CH3:22][CH2:23][O:24][C:25](=[O:26])[CH3:27].[NH2:1][c:2]1[c:3]([S:9](=[O:10])(=[O:11])[NH2:12])[cH:4][cH:5][c:6]([Cl:8])[cH:7]1>>[NH:1]1[c:2]2[c:3]([cH:4][cH:5][c:6]([Cl:8])[cH:7]2)[S:9](=[O:10])(=[O:11])[N:12]=[C:20]1[NH:19][CH2:13][CH2:14][CH2:15][CH2:16][CH2:17][CH3:18]. Starting materials: O=C([O-])[O-], CC#N, O=C(NC1Cc2cc(-c3nn[nH]n3)ccc2N(Cc2ccccc2)C1)OC1CCCCC1, [Cs+], [Cs+], CI, O. Yields the product Cn1nnc(-c2ccc3c(c2)CC(NC(=O)OC2CCCCC2)CN3Cc2ccccc2)n1. Reaction SMILES: [C:33](=[O:34])([O-:35])[O-:36].[CH3:41][C:42]#[N:43].[CH:1]1([O:7][C:8]([NH:9][CH:10]2[CH2:11][N:12]([CH2:25][c:26]3[cH:27][cH:28][cH:29][cH:30][cH:31]3)[c:13]3[cH:14][cH:15][c:16](-[c:20]4[n:21][n:22][nH:23][n:24]4)[cH:17][c:18]3[CH2:19]2)=[O:32])[CH2:2][CH2:3][CH2:4][CH2:5][CH2:6]1.[Cs+:37].[Cs+:38].[I:39][CH3:40].[OH2:44]>>[CH:1]1([O:7][C:8]([NH:9][CH:10]2[CH2:11][N:12]([CH2:25][c:26]3[cH:27][cH:28][cH:29][cH:30][cH:31]3)[c:13]3[cH:14][cH:15][c:16](-[c:20]4[n:21][n:22][n:23]([CH3:33])[n:24]4)[cH:17][c:18]3[CH2:19]2)=[O:32])[CH2:2][CH2:3][CH2:4][CH2:5][CH2:6]1. Starting materials: FC(C(=O)O)(F)F (trifluoroacetic acid), OC1=C(C(=O)NC2=C(C(=O)OC(C)(C)C)C=CC(=C2)C2=CC=CC=C2)C=C(C=C1)C=1OC=NN1 (tert-butyl 2-(2-hydroxy-5-(1,3,4-oxadiazol-2-yl)benzamido)-4-phenylbenzoate). Product: OC1=C(C(=O)NC2=C(C(=O)O)C=CC(=C2)C2=CC=CC=C2)C=C(C=C1)C=1OC=NN1 (2-(2-hydroxy-5-(1,3,4-oxadiazol-2-yl)benzamido)-4-phenylbenzoic acid). Yield: 90.5%. RXN SMILES: FC(F)(F)C(O)=O.[OH:8][C:9]1[CH:36]=[CH:35][C:34]([C:37]2[O:38][CH:39]=[N:40][N:41]=2)=[CH:33][C:10]=1[C:11]([NH:13][C:14]1[CH:26]=[C:25]([C:27]2[CH:32]=[CH:31][CH:30]=[CH:29][CH:28]=2)[CH:24]=[CH:23][C:15]=1[C:16]([O:18]C(C)(C)C)=[O:17])=[O:12]>>[OH:8][C:9]1[CH:36]=[CH:35][C:34]([C:37]2[O:38][CH:39]=[N:40][N:41]=2)=[CH:33][C:10]=1[C:11]([NH:13][C:14]1[CH:26]=[C:25]([C:27]2[CH:28]=[CH:29][CH:30]=[CH:31][CH:32]=2)[CH:24]=[CH:23][C:15]=1[C:16]([OH:18])=[O:17])=[O:12]. Procedure details: A trifluoroacetic acid (5 mL) solution of the obtained tert-butyl 2-(2-hydroxy-5-(1,3,4-oxadiazol-2-yl)benzamido)-4-phenylbenzoate (0.034 g) was stirred at room temperature for 3 hours. The solvent was evaporated under reduced pressure, and diisopropyl ether was added to the obtained residue. The solid substance was collected by filtration to obtain 0.027 g of 2-(2-hydroxy-5-(1,3,4-oxadiazol-2-yl)benzamido)-4-phenylbenzoic acid as a white solid. Starting materials: ClC=1C=C(C=C(C1C[C@H]1C(N(CC1)[C@@H]1CC[C@H](CC1)O[Si](C(C)C)(C(C)C)C(C)C)=O)Cl)C1=CC=C(C=C1)C(=O)N1CCC(CC1)C(F)(F)F ((R)-3-[3,5-Dichloro-4′-(4-trifluoromethyl-piperidine-1-carbonyl)-biphenyl-4-ylmethyl]-trans-1-(4-triisopropylsilanyloxy-cyclohexyl)-pyrrolidin-2-one), CCCC[N+](CCCC)(CCCC)CCCC.[F-] (TBAF). Solvent: C1CCOC1 (THF). Conditions: time 2 hour. Yields the product ClC=1C=C(C=C(C1C[C@H]1C(N(CC1)[C@@H]1CC[C@H](CC1)O)=O)Cl)C1=CC=C(C=C1)C(=O)N1CCC(CC1)C(F)(F)F ((R)-3-[3,5-Dichloro-4′-(4-trifluoromethyl-piperidine-1-carbonyl)-biphenyl-4-ylmethyl]-trans-1-(4-hydroxy-cyclohexyl)-pyrrolidin-2-one). As a reaction SMILES: [Cl:1][C:2]1[CH:3]=[C:4]([C:33]2[CH:38]=[CH:37][C:36]([C:39]([N:41]3[CH2:46][CH2:45][CH:44]([C:47]([F:50])([F:49])[F:48])[CH2:43][CH2:42]3)=[O:40])=[CH:35][CH:34]=2)[CH:5]=[C:6]([Cl:32])[C:7]=1[CH2:8][C@@H:9]1[CH2:13][CH2:12][N:11]([C@H:14]2[CH2:19][CH2:18][C@H:17]([O:20][Si](C(C)C)(C(C)C)C(C)C)[CH2:16][CH2:15]2)[C:10]1=[O:31].CCCC[N+](CCCC)(CCCC)CCCC.[F-]>C1COCC1>[Cl:32][C:6]1[CH:5]=[C:4]([C:33]2[CH:38]=[CH:37][C:36]([C:39]([N:41]3[CH2:46][CH2:45][CH:44]([C:47]([F:49])([F:48])[F:50])[CH2:43][CH2:42]3)=[O:40])=[CH:35][CH:34]=2)[CH:3]=[C:2]([Cl:1])[C:7]=1[CH2:8][C@@H:9]1[CH2:13][CH2:12][N:11]([C@H:14]2[CH2:19][CH2:18][C@H:17]([OH:20])[CH2:16][CH2:15]2)[C:10]1=[O:31] |f:1.2|. Reported procedure: Mix (R)-3-[3,5-Dichloro-4′-(4-trifluoromethyl-piperidine-1-carbonyl)-biphenyl-4-ylmethyl]-trans-1-(4-triisopropylsilanyloxy-cyclohexyl)-pyrrolidin-2-one (Preparation 22) (0.548 g, 0.78 mmol) and TBAF (1.55 ml, 1.55 mmol) in 15 ml of dry THF. Stir at room temperature for 2 hours. Quench with saturated NaHCO3 extract with ethyl acetate. Wash with brine. Dry over magnesium sulfate, filter, and concentrate. After flash column chromatography receive 0.448 g (97%) of the title compound: Mass spectrum ... Reactants: OCCc1ccccc1, CCOCC, COc1ccc(C=O)cc1O, CCOC(=O)N=NC(=O)OCC, C1CCOC1, c1ccc(P(c2ccccc2)c2ccccc2)cc1. Product: COc1ccc(C=O)cc1OCCc1ccccc1. As a reaction SMILES: [CH2:12]([CH2:13][c:14]1[cH:15][cH:16][cH:17][cH:18][cH:19]1)[OH:20].[CH3:57][CH2:58][O:59][CH2:60][CH3:61].[O:1]=[CH:2][c:3]1[cH:4][c:5]([OH:6])[c:7]([O:8][CH3:9])[cH:10][cH:11]1.[O:40]=[C:41]([O:42][CH2:43][CH3:44])[N:45]=[N:46][C:47]([O:48][CH2:49][CH3:50])=[O:51].[O:52]1[CH2:53][CH2:54][CH2:55][CH2:56]1.[c:21]1([P:22]([c:23]2[cH:24][cH:25][cH:26][cH:27][cH:28]2)[c:29]2[cH:30][cH:31][cH:32][cH:33][cH:34]2)[cH:35][cH:36][cH:37][cH:38][cH:39]1>>[O:1]=[CH:2][c:3]1[cH:4][c:5]([O:6][CH2:12][CH2:13][c:14]2[cH:15][cH:16][cH:17][cH:18][cH:19]2)[c:7]([O:8][CH3:9])[cH:10][cH:11]1.